This data is from the Open Reaction Database (ORD), a public repository of structured organic reaction records. The task is: describe an organic reaction: reactants, conditions, products, and yield Starting materials: OCCBr, O=C([O-])[O-], [Cs+], [Cs+], Cn1c(=O)c(F)c(Nc2ccc(I)cc2F)c2c(=O)[nH]cnc21, [I-], [K+], CN(C)C=O. Product: Cn1c(=O)c(F)c(Nc2ccc(I)cc2F)c2c(=O)n(CCO)cnc21. Reaction SMILES: [Br:32][CH2:33][CH2:34][OH:35].[C:26](=[O:27])([O-:28])[O-:29].[Cs+:30].[Cs+:31].[F:1][c:2]1[c:3]([NH:15][c:16]2[c:17]([F:23])[cH:18][c:19]([I:22])[cH:20][cH:21]2)[c:4]2[c:5]([n:6][cH:7][nH:8][c:9]2=[O:10])[n:11]([CH3:14])[c:12]1=[O:13].[I-:25].[K+:24].[O:36]=[CH:37][N:38]([CH3:39])[CH3:40]>>[F:1][c:2]1[c:3]([NH:15][c:16]2[c:17]([F:23])[cH:18][c:19]([I:22])[cH:20][cH:21]2)[c:4]2[c:5]([n:6][cH:7][n:8]([CH2:33][CH2:34][OH:35])[c:9]2=[O:10])[n:11]([CH3:14])[c:12]1=[O:13]. Starting materials: CCCBr, CN(C)C=O, [H-], [Na+], O=C1Nc2ccccc2Sc2ccccc21. The product is CCCN1C(=O)c2ccccc2Sc2ccccc21. As a reaction SMILES: [Br:19][CH2:20][CH2:21][CH3:22].[CH3:23][N:24]([CH3:25])[CH:26]=[O:27].[H-:1].[Na+:2].[cH:3]1[cH:4][cH:5][cH:6][c:7]2[c:8]1[C:9](=[O:18])[NH:10][c:11]1[c:12]([cH:14][cH:15][cH:16][cH:17]1)[S:13]2>>[cH:3]1[cH:4][cH:5][cH:6][c:7]2[c:8]1[C:9](=[O:18])[N:10]([CH2:20][CH2:21][CH3:22])[c:11]1[c:12]([cH:14][cH:15][cH:16][cH:17]1)[S:13]2. Reactants: C1(=CC=CC=C1)C=1NC=2C=CC=C3C2C1CCNC3=O (2-Phenyl-3,4,5,6-tetrahydro-1H-azepino[5,4,3-cd]indol-6-one), tricyclic bromide, COC1=C(C=CC=C1)B(O)O (2-methoxyphenylboronic acid). Yields the product COC1=C(C=CC=C1)C=1NC=2C=CC=C3C2C1CCNC3=O (2-(2-methoxy-phenyl)-1,3,4,5-tetrahydro-azepino[5,4,3-cd]indol-6-one). Reaction SMILES: [C:1]1([C:7]2[NH:8][C:9]3[CH:10]=[CH:11][CH:12]=[C:13]4[C:19](=[O:20])[NH:18][CH2:17][CH2:16][C:15]=2[C:14]=34)[CH:6]=[CH:5][CH:4]=[CH:3][CH:2]=1.[CH3:21][O:22]C1C=CC=CC=1B(O)O>>[CH3:21][O:22][C:6]1[CH:5]=[CH:4][CH:3]=[CH:2][C:1]=1[C:7]1[NH:8][C:9]2[CH:10]=[CH:11][CH:12]=[C:13]3[C:19](=[O:20])[NH:18][CH2:17][CH2:16][C:15]=1[C:14]=23. Procedure details: In a manner similar to that described for Compound 12, the tricyclic bromide (300 mg, 1.13 mmol) and 2-methoxyphenylboronic acid (189 mg, 1.24 mmol) were coupled to yield 2-(2-methoxy-phenyl)-1,3,4,5-tetrahydro-azepino[5,4,3-cd]indol-6-one, 177 mg (53%) as a brown solid: m.p. 254-255° C.; 1H NMR (300 MHz, d6-DMSO) DMSO) δ 2.81 (m, 2H), 3.36 (m, 2H), 3.83 (s, 3H), 7.08 (app t, J=7.5 Hz, 1H), 7.17 (m, 2H), 7.43 (m, 2H), 7.54 (dd, J=7.8, 0.6 Hz, 1H), 7.67 (dd, J=7.5, 0.6 Hz, 1H), 8.03 (br t, 1H), 1... Reactants: C(C)(C)(C)OC(N[C@@H](CC)C1=NC2=C(N1C1=NC=CC=C1)C=C(C=C2)F)=O ([(S)-1-(6-fluoro-1-pyridin-2-yl-1H-benzoimidazol-2-yl)propyl]carbamic acid tert-butyl ester), C(=O)(C(F)(F)F)O (TFA). Solvent: C(Cl)Cl (DCM). Conditions: time 1 hour. The product is FC=1C=CC2=C(N(C(=N2)[C@H](CC)N)C2=NC=CC=C2)C1 ((S)-1-(6-Fluoro-1-pyridin-2-yl-1H-benzoimidazol-2-yl)propylamine). RXN SMILES: C(OC(=O)[NH:7][C@H:8]([C:11]1[N:15]([C:16]2[CH:21]=[CH:20][CH:19]=[CH:18][N:17]=2)[C:14]2[CH:22]=[C:23]([F:26])[CH:24]=[CH:25][C:13]=2[N:12]=1)[CH2:9][CH3:10])(C)(C)C.C(O)(C(F)(F)F)=O>C(Cl)Cl>[F:26][C:23]1[CH:24]=[CH:25][C:13]2[N:12]=[C:11]([C@@H:8]([NH2:7])[CH2:9][CH3:10])[N:15]([C:16]3[CH:21]=[CH:20][CH:19]=[CH:18][N:17]=3)[C:14]=2[CH:22]=1. Procedure: To a solution of [(S)-1-(6-fluoro-1-pyridin-2-yl-1H-benzoimidazol-2-yl)propyl]carbamic acid tert-butyl ester (557 mg, 1.5 mmol) in DCM (8 mL) was added TFA (4 mL) and the mixture stirred at RT for 1 h. The volatiles were removed in vacuo and the resulting residue loaded onto an Isolute® SCX-2 cartridge. The cartridge was washed with MeOH followed by 2M NH3/MeOH. The basic fractions were combined and concentrated in vacuo. The crude material was used in the following step without further purifica... Reactants: SC1C(C(N1C(C(=O)OCC1=CC=C(C=C1)[N+](=O)[O-])=C(CBr)O)=O)NC(COC1=CC=CC=C1)=O (p-nitrobenzyl α-[4-mercapto-3-phenoxyacetamido-2-oxoazetidin-1-yl]-α-(2-bromo-1-hydroxyethylidene)acetate), Cl (hydrochloric acid), ice water, ( 2 ), CO (methanol). The solvent is C(Cl)Cl (methylene chloride). Conditions: time 2 hour. The product is O=C1CS[C@H]2N(C1C(=O)OCC1=CC=C(C=C1)[N+](=O)[O-])C(C2NC(COC2=CC=CC=C2)=O)=O (p-nitrobenzyl 3-oxo-7-phenoxyacetamidocepham-4-carboxylate). The yield is 74.0%. RXN SMILES: [SH:1][CH:2]1[N:5]([C:6](=[C:20]([OH:23])[CH2:21]Br)[C:7]([O:9][CH2:10][C:11]2[CH:16]=[CH:15][C:14]([N+:17]([O-:19])=[O:18])=[CH:13][CH:12]=2)=[O:8])[C:4](=[O:24])[CH:3]1[NH:25][C:26](=[O:35])[CH2:27][O:28][C:29]1[CH:34]=[CH:33][CH:32]=[CH:31][CH:30]=1.CO.Cl>C(Cl)Cl>[O:23]=[C:20]1[CH:6]([C:7]([O:9][CH2:10][C:11]2[CH:16]=[CH:15][C:14]([N+:17]([O-:19])=[O:18])=[CH:13][CH:12]=2)=[O:8])[N:5]2[C:4](=[O:24])[CH:3]([NH:25][C:26](=[O:35])[CH2:27][O:28][C:29]3[CH:34]=[CH:33][CH:32]=[CH:31][CH:30]=3)[C@H:2]2[S:1][CH2:21]1. Procedure: A solution of p-nitrobenzyl α-[4-mercapto-3-phenoxyacetamido-2-oxoazetidin-1-yl]-α-(2-bromo-1-hydroxyethylidene)acetate prepared by the method of Example 4-III (2) (70 mg) in a mixture of methylene chloride (2 ml), methanol (2 ml), and 10% hydrochloric acid (0.3 ml) is stirred at room temperature for 2 hours. The reaction mixture is poured into ice water, and is extracted with methylene chloride. The extract solution is washed with water, dried over magnesium sulfate, and evaporated to give p-ni... Starting materials: CN(C)C=O (DMF), C(CCC)[Li] (n-butyl lithium), CCCCCC (hexane), triethylphosphonoacetate, [H-].[Na+] (sodium hydride), C1CCOC1 (THF), ice water, COC=1C=NC=C(C1)OC (3,5-Dimethoxypyridine), C1CCOC1 (THF). Reaction conditions: temperature 0 celsius, time 30 minute. The product is C(C)OC(C=CC1=C(C=NC=C1OC)OC)=O (3-(3,5-dimethoxypyridin-4-yl)propenoic acid ethyl ester). RXN SMILES: [CH3:1][O:2][C:3]1[CH:4]=[N:5][CH:6]=[C:7]([O:9][CH3:10])[CH:8]=1.[CH2:11]([Li])[CH2:12][CH2:13]C.CCCCCC.CN(C=[O:26])C.[H-].[Na+].C1C[O:32][CH2:31][CH2:30]1>>[CH2:31]([O:32][C:13](=[O:26])[CH:12]=[CH:11][C:8]1[C:7]([O:9][CH3:10])=[CH:6][N:5]=[CH:4][C:3]=1[O:2][CH3:1])[CH3:30] |f:4.5|. Procedure details: 3,5-Dimethoxypyridine (8.1 g, 58 mmol) is dissolved in THF (100 ml), and thereto is added a solution of n-butyl lithium in hexane (45.3 ml, 70 mmol) at −20° C., and the mixture is warmed to 0° C. The mixture is stirred for 30 minutes, and cooled to −78° C. To the mixture is added DMF (5.4 ml, 70 mmol), and the mixture is warmed to 0° C. over a period of time for 30 minutes. Then, to the reaction solution is added a solution of a salt which is prepared from triethylphosphonoacetate (15.6 g, 69 mm... The reactants are C(C)OC(=O)C1(CCC1)CCCBr (1-(3-bromopropyl)cyclobutanecarboxylic acid ethyl ester), C(C)OC(=O)C1(CCC1)CCCSC (1-[3-(methylthio)propyl]cyclobutanecarboxylic acid ethyl ester). The product is CSCCCC1(CCC1)C(=O)O (1-[3-(methylthio)propyl]cyclobutanecarboxylic acid). The yield is 16.0%. Reaction SMILES: C(OC(C1(CCCBr)CCC1)=O)C.C([O:16][C:17]([C:19]1([CH2:23][CH2:24][CH2:25][S:26][CH3:27])[CH2:22][CH2:21][CH2:20]1)=[O:18])C>>[CH3:27][S:26][CH2:25][CH2:24][CH2:23][C:19]1([C:17]([OH:18])=[O:16])[CH2:22][CH2:21][CH2:20]1. Procedure: Using the general procedure described in example 41, starting with 1-(3-bromopropyl)cyclobutanecarboxylic acid ethyl ester, 1-[3-(methylthio)propyl]cyclobutanecarboxylic acid ethyl ester was prepared in 58% yield as a colorless oil. HR MS: Obs. mass, 216.1182. Calcd. mass, 216.1184 (M+). Also, 1-[3-(methylthio)propyl]cyclobutanecarboxylic acid was obtained in 16% yield as a colorless oil. HR MS: Obs. mass, 188.0872. Calcd. mass, 188.0871 (M+).